Dataset: the Open Reaction Database (ORD), a public repository of structured organic reaction records. Task: describe an organic reaction: reactants, conditions, products, and yield The reactants are CN(C)CCCN(C)c1ccc(C(F)(F)F)cc1N, Cc1ccccc1, Cc1cc(N=C=O)ccc1Oc1ncccc1-c1ccncn1. As a reaction SMILES: [CH3:24][N:25]([CH2:26][CH2:27][CH2:28][N:29]([c:30]1[c:31]([NH2:40])[cH:32][c:33]([C:36]([F:37])([F:38])[F:39])[cH:34][cH:35]1)[CH3:41])[CH3:42].[CH3:43][c:44]1[cH:45][cH:46][cH:47][cH:48][cH:49]1.[N:1](=[C:2]=[O:3])[c:4]1[cH:5][c:6]([CH3:23])[c:7]([O:8][c:9]2[n:10][cH:11][cH:12][cH:13][c:14]2-[c:15]2[n:16][cH:17][n:18][cH:19][cH:20]2)[cH:21][cH:22]1>>[NH:1]([C:2](=[O:3])[NH:40][c:31]1[c:30]([N:29]([CH2:28][CH2:27][CH2:26][N:25]([CH3:24])[CH3:42])[CH3:41])[cH:35][cH:34][c:33]([C:36]([F:37])([F:38])[F:39])[cH:32]1)[c:4]1[cH:5][c:6]([CH3:23])[c:7]([O:8][c:9]2[n:10][cH:11][cH:12][cH:13][c:14]2-[c:15]2[n:16][cH:17][n:18][cH:19][cH:20]2)[cH:21][cH:22]1. The product is Cc1cc(NC(=O)Nc2cc(C(F)(F)F)ccc2N(C)CCCN(C)C)ccc1Oc1ncccc1-c1ccncn1.